This data is from the Open Reaction Database (ORD), a public repository of structured organic reaction records. The task is: describe an organic reaction: reactants, conditions, products, and yield Starting materials: NC=1OC(=C(C1C#N)C)C (2-amino-3-cyano-4,5-dimethylfurane), ClCC(=O)Cl (chloroacetyl chloride), Cl (hydrogen chloride). Solvent: C1(=CC=CC=C1)C (toluene). The product is ClCC(=O)NC=1OC(=C(C1C#N)C)C (2-chloroacetylamino-3-cyano-4,5-dimethylfurane). The yield is 122.3%. As a reaction SMILES: [NH2:1][C:2]1[O:3][C:4]([CH3:10])=[C:5]([CH3:9])[C:6]=1[C:7]#[N:8].[Cl:11][CH2:12][C:13](Cl)=[O:14].Cl>C1(C)C=CC=CC=1>[Cl:11][CH2:12][C:13]([NH:1][C:2]1[O:3][C:4]([CH3:10])=[C:5]([CH3:9])[C:6]=1[C:7]#[N:8])=[O:14]. Procedure details: 20.4 g (0.1 mole) of 2-amino-3-cyano-4,5-dimethylfurane and 17.5 g (0.155 mole) of chloroacetyl chloride were boiled in 200 ml of toluene until the evolution of hydrogen chloride had subsided. Thereafter, the solvent was evaporated off under reduced pressure and the residue was recrystallized from ethyl acetate. 26 g of 2-chloroacetylamino-3-cyano-4,5-dimethylfurane of melting point 114° C. were obtained in this manner. Starting materials: O=C([O-])[O-], COC(=O)c1cccc(COS(C)(=O)=O)n1, CC#N, [Cs+], [Cs+], NCc1ccc(F)cc1. Product: COC(=O)c1cccc(CNCc2ccc(F)cc2)n1. Reaction SMILES: [C:26](=[O:27])([O-:28])[O-:29].[CH3:1][S:2]([O:3][CH2:6][c:7]1[cH:8][cH:9][cH:10][c:11]([C:13](=[O:14])[O:15][CH3:16])[n:12]1)(=[O:4])=[O:5].[CH3:32][C:33]#[N:34].[Cs+:30].[Cs+:31].[F:17][c:18]1[cH:19][cH:20][c:21]([CH2:22][NH2:23])[cH:24][cH:25]1>>[CH2:6]([c:7]1[cH:8][cH:9][cH:10][c:11]([C:13](=[O:14])[O:15][CH3:16])[n:12]1)[NH:23][CH2:22][c:21]1[cH:20][cH:19][c:18]([F:17])[cH:25][cH:24]1. The reactants are C(C)(C)O (isopropanol), COC(CC(=O)C=CC1=C(C=CC=C1)[N+](=O)[O-])=O (2-nitrobenzylideneacetoacetic acid methyl ester), C(C)(C)OC(CC(N)=N)=O (amidinoacetic acid isopropyl ester), C(C)O (ethanol). Product: COC(=O)C=1C(C(=C(NC1C)N)C(=O)OC(C)C)C1=C(C=CC=C1)[N+](=O)[O-] (2-amino-6-methyl-4-(2-nitrophenyl)-1,4-dihydropyridine-3,5-dicarboxylic acid 3-isopropyl ester 5-methyl ester). Yield: 50.0%. RXN SMILES: COC(=O)C[C:5]([CH:7]=[CH:8][C:9]1[CH:14]=[CH:13][CH:12]=[CH:11][C:10]=1[N+:15]([O-:17])=[O:16])=[O:6].[CH:19]([O:22][C:23](=[O:28])[CH2:24][C:25](=[NH:27])[NH2:26])([CH3:21])[CH3:20].[CH:29]([OH:32])(C)C.[CH2:33](O)[CH3:34]>>[CH3:29][O:32][C:5]([C:7]1[CH:8]([C:9]2[CH:14]=[CH:13][CH:12]=[CH:11][C:10]=2[N+:15]([O-:17])=[O:16])[C:24]([C:23]([O:22][CH:19]([CH3:21])[CH3:20])=[O:28])=[C:25]([NH2:26])[NH:27][C:33]=1[CH3:34])=[O:6]. Reported procedure: Upon heating a solution of 12.5 g of 2-nitrobenzylideneacetoacetic acid methyl ester and 7.2 g of amidinoacetic acid isopropyl ester in 100 ml of ethanol for 8 hours, 2-amino-6-methyl-4-(2-nitrophenyl)-1,4-dihydropyridine-3,5-dicarboxylic acid 3-isopropyl ester 5-methyl ester of melting point 203°C (isopropanol) is obtained. Reactants: CN1C2=CC[C@H]3[C@@H]4CC[C@@H]([C@@]4(C)CC[C@@H]3[C@]2(CCC1=O)C)C(=O)O (4-methyl-3-oxo-4-azaandrost-5-ene-17β-carboxylic acid), C1(=CC=CC=C1)[C@@H](CC1=CC=CC=C1)N ((R)-1,2-diphenylethylamine). The product is C1(=CC=CC=C1)[C@@H](CC1=CC=CC=C1)NC(=O)[C@@H]1[C@]2(C)[C@@H](CC1)[C@@H]1CC=C3N(C(CC[C@]3(C)[C@H]1CC2)=O)C (N-[(R)-1,2-Diphenylethyl]-4-methyl-3-oxo-4-azaandrost-5-ene-17β-carboxamide). Isolated yield 82.0%. RXN SMILES: [CH3:1][N:2]1[C:19](=[O:20])[CH2:18][CH2:17][C@@:16]2([CH3:21])[C:3]1=[CH:4][CH2:5][C@@H:6]1[C@@H:15]2[CH2:14][CH2:13][C@@:11]2([CH3:12])[C@H:7]1[CH2:8][CH2:9][C@@H:10]2[C:22]([OH:24])=O.[C:25]1([C@H:31]([NH2:39])[CH2:32][C:33]2[CH:38]=[CH:37][CH:36]=[CH:35][CH:34]=2)[CH:30]=[CH:29][CH:28]=[CH:27][CH:26]=1>>[C:25]1([C@H:31]([NH:39][C:22]([C@H:10]2[CH2:9][CH2:8][C@H:7]3[C@H:6]4[C@H:15]([CH2:14][CH2:13][C@:11]23[CH3:12])[C@:16]2([CH3:21])[C:3]([N:2]([CH3:1])[C:19](=[O:20])[CH2:18][CH2:17]2)=[CH:4][CH2:5]4)=[O:24])[CH2:32][C:33]2[CH:34]=[CH:35][CH:36]=[CH:37][CH:38]=2)[CH:30]=[CH:29][CH:28]=[CH:27][CH:26]=1. Reported procedure: The title compound was prepared in a yield of 82% in a similar manner to that described in Example 1 by reacting 4-methyl-3-oxo-4-azaandrost-5-ene-17β-carboxylic acid (prepared as described in Preparation 5) and (R)-1,2-diphenylethylamine. Reactants: COC1=C(NCC(=O)O)C=CC(=C1)C(=O)C1=C(C(=C2C=CC=CN12)OC)C (2-{2-Methoxy-4-[(1-methoxy-2-methylindolizin-3-yl)carbonyl]anilino}acetic acid), [OH-].[Na+] (sodium hydroxide), COC1=C(NCC(=O)OCC)C=CC(=C1)C(=O)C1=C(C(=C2C=CC=CN12)OC)C1=CC=CC=C1 (ethyl 2-{2-methoxy-4-[(1-methoxy-2-phenylindolizin-3-yl)carbonyl]anilino}acetate), COC1=C(NCC(=O)OCC)C=CC(=C1)C(=O)C1=C(C(=C2C=CC=CN12)OC)C1=CC=CC=C1 (Ethyl 2-{2-methoxy-4-[(1-methoxy-2-phenylindolizin-3-yl)carbonyl]anilino}acetate). The product is COC1=C(NCC(=O)O)C=CC(=C1)C(=O)C1=C(C(=C2C=CC=CN12)OC)C1=CC=CC=C1 (2-{2-Methoxy-4-[(1-methoxy-2-phenylindolizin-3-yl)carbonyl]anilino}acetic acid). RXN SMILES: COC1C=C(C(C2N3C(C=CC=C3)=C(OC)C=2C)=O)C=CC=1NCC(O)=O.[CH3:28][O:29][C:30]1[CH:42]=[C:41]([C:43]([C:45]2[N:53]3[C:48]([CH:49]=[CH:50][CH:51]=[CH:52]3)=[C:47]([O:54][CH3:55])[C:46]=2[C:56]2[CH:61]=[CH:60][CH:59]=[CH:58][CH:57]=2)=[O:44])[CH:40]=[CH:39][C:31]=1[NH:32][CH2:33][C:34]([O:36]CC)=[O:35].[OH-].[Na+]>>[CH3:28][O:29][C:30]1[CH:42]=[C:41]([C:43]([C:45]2[N:53]3[C:48]([CH:49]=[CH:50][CH:51]=[CH:52]3)=[C:47]([O:54][CH3:55])[C:46]=2[C:56]2[CH:61]=[CH:60][CH:59]=[CH:58][CH:57]=2)=[O:44])[CH:40]=[CH:39][C:31]=1[NH:32][CH2:33][C:34]([OH:36])=[O:35] |f:2.3|. Procedure details: Obtained according to the same procedure as the compound of Example 196, by saponification of ethyl 2-{2-methoxy-4-[(1-methoxy-2-phenylindolizin-3-yl)carbonyl]anilino}acetate, a compound of Example 197, with 1 N sodium hydroxide. A yellow powder is obtained.